Dataset: the Open Reaction Database (ORD), a public repository of structured organic reaction records. Task: describe an organic reaction: reactants, conditions, products, and yield Starting materials: BrC1=CC=C2C(=CNC2=C1)CC#N (6-Bromo-1H-indole-3-acetonitrile), C(=O)([O-])[O-].[K+].[K+] (K2CO3), O (Water), OO (H2O2). Solvent: CS(=O)C (DMSO), CS(=O)C (DMSO). Product: BrC1=CC=C2C(=CNC2=C1)CC(=O)N (6-Bromo-1H-indole-3-acetamide). Yield: 58.3%. RXN SMILES: C([O-])([O-])=[O:2].[K+].[K+].[Br:7][C:8]1[CH:16]=[C:15]2[C:11]([C:12]([CH2:17][C:18]#[N:19])=[CH:13][NH:14]2)=[CH:10][CH:9]=1.O.OO>CS(C)=O>[Br:7][C:8]1[CH:16]=[C:15]2[C:11]([C:12]([CH2:17][C:18]([NH2:19])=[O:2])=[CH:13][NH:14]2)=[CH:10][CH:9]=1 |f:0.1.2|. Procedure: Powdered K2CO3 (408 mg, 2.95 mmol, 1.60 eq.) was heated to 50° C. in DMSO (3 mL) for 20 min, then cooled to rt. 6-Bromo-1H-indole-3-acetonitrile (434 mg, 1.85 mmol) was dissolved in DMSO (3 mL) and added to the reaction slurry. Water (0.2 mL) and aqueous 30% H2O2 (0.46 mL, 4.0 mmol, 2.2 eq.) were added, and the reaction mixture was stirred for 2–3 hours at rt. The reaction was quenched with 1N HCl and extracted with EtOAc. The organic layer was washed with 1.5 N sodium thiosulfate and dried (MgS... The reactants are O[C@@H](CN[C@@H]1CC2=CC(=CC=C2CC1)OCC(=O)N1CCOCC1)C1=CC(=C(C=C1)O)CCO ((-)-4-[2-[(2S)-2-[[(2R)-2-hydroxy-2-(4-hydroxy-3-(2-hydroxyethyl)phenyl]ethyl]amino]-1,2,3,4-tetrahydronaphthalen-7-yloxy]acetyl]morpholine), O[C@@H](CN[C@@H]1CC2=CC(=CC=C2CC1)OCC(=O)N1CCOCC1)C1=CC(=C(C=C1)O)CCO ((-)-4-[2-[(2S)-2-[[(2R)-2-hydroxy-2-(4-hydroxy-3-(2-hydroxyethyl)phenyl]ethyl]amino]-1,2,3,4-tetrahydronaphthalen-7-yloxy]acetyl]morpholine), S(O)(O)(=O)=O (sulfuric acid). Product: O[C@@H](CN[C@@H]1CC2=CC(=CC=C2CC1)OCC(=O)N(C)C)C1=CC(=C(C=C1)O)CCO ((-)-2-[(2S)-2-[[(2R)-2-Hydroxy-2-[4-hydroxy-3-(2-hydroxyethyl)phenyl]ethyl]amino]-1,2,3,4-tetrahydronaphthalen-7-yloxy]-N,N-dimethylacetamide). Reaction SMILES: [OH:1][C@H:2]([C:25]1[CH:30]=[CH:29][C:28]([OH:31])=[C:27]([CH2:32][CH2:33][OH:34])[CH:26]=1)[CH2:3][NH:4][C@H:5]1[CH2:14][CH2:13][C:12]2[C:7](=[CH:8][C:9]([O:15][CH2:16][C:17]([N:19]3[CH2:24]COC[CH2:20]3)=[O:18])=[CH:10][CH:11]=2)[CH2:6]1.S(=O)(=O)(O)O>>[OH:1][C@H:2]([C:25]1[CH:30]=[CH:29][C:28]([OH:31])=[C:27]([CH2:32][CH2:33][OH:34])[CH:26]=1)[CH2:3][NH:4][C@H:5]1[CH2:14][CH2:13][C:12]2[C:7](=[CH:8][C:9]([O:15][CH2:16][C:17]([N:19]([CH3:20])[CH3:24])=[O:18])=[CH:10][CH:11]=2)[CH2:6]1. Procedure details: Using (-)-4-[2-[(2S)-2-[[(2R)-2-hydroxy-2-(4-hydroxy-3-(2-hydroxyethyl)phenyl]ethyl]amino]-1,2,3,4-tetrahydronaphthalen-7-yloxy]acetyl]morpholine (Compound 18) and sulfuric acid, the following salt was obtained in the same manner as that described in Example 7. The reactants are ClC1=NC=CC(=C1)CCS(=O)(=O)[O-] ((2-chloropyridin-4-yl)methylmethanesulfonate), C(C)(C)(C)OC(=O)N1CCC(CC1)O (4-hydroxy-piperidine-1-carboxylic acid tert-butyl ester). The product is ClC1=NC=CC(=C1)COC1CCN(CC1)C(=O)OC(C)(C)C (tert-Butyl 4-((2-chloropyridin-4-yl)methoxy)piperidine-1-carboxylate). RXN SMILES: [Cl:1][C:2]1[CH:7]=[C:6]([CH2:8]CS([O-])(=O)=O)[CH:5]=[CH:4][N:3]=1.[C:14]([O:18][C:19]([N:21]1[CH2:26][CH2:25][CH:24]([OH:27])[CH2:23][CH2:22]1)=[O:20])([CH3:17])([CH3:16])[CH3:15]>>[Cl:1][C:2]1[CH:7]=[C:6]([CH2:8][O:27][CH:24]2[CH2:23][CH2:22][N:21]([C:19]([O:18][C:14]([CH3:17])([CH3:16])[CH3:15])=[O:20])[CH2:26][CH2:25]2)[CH:5]=[CH:4][N:3]=1. Reported procedure: The title compound was prepared by following the similar procedure as described in Intermediate-42 using (2-chloropyridin-4-yl)methylmethanesulfonate (Intermediate-4) and 4-hydroxy-piperidine-1-carboxylic acid tert-butyl ester (0.215 g, 29%); MS: 327.2 (M+1). Reactants: BrCCCBr, C1CCOC1, [H-], [Na+], c1c[nH]cn1. Yields the product BrCCCn1ccnc1. RXN SMILES: [Br:6][CH2:7][CH2:8][CH2:9][Br:10].[CH2:13]1[O:14][CH2:15][CH2:16][CH2:17]1.[H-:12].[Na+:11].[nH:1]1[cH:2][n:3][cH:4][cH:5]1>>[n:1]1([CH2:9][CH2:8][CH2:7][Br:6])[cH:2][n:3][cH:4][cH:5]1.